From a dataset of the Open Reaction Database (ORD), a public repository of structured organic reaction records. describe an organic reaction: reactants, conditions, products, and yield Starting materials: Clc1cc2ccccc2cn1, OCCN1CCNCC1. Yields the product OCCN1CCN(c2cc3ccccc3cn2)CC1. Reaction SMILES: [Cl:1][c:2]1[n:3][cH:4][c:5]2[cH:6][cH:7][cH:8][cH:9][c:10]2[cH:11]1.[OH:12][CH2:13][CH2:14][N:15]1[CH2:16][CH2:17][NH:18][CH2:19][CH2:20]1>>[c:2]1([N:18]2[CH2:17][CH2:16][N:15]([CH2:14][CH2:13][OH:12])[CH2:20][CH2:19]2)[n:3][cH:4][c:5]2[cH:6][cH:7][cH:8][cH:9][c:10]2[cH:11]1. Reactants: [Cl-].[Ca+2].[Cl-] (calcium chloride), [Cl-].[Al+3].[Cl-].[Cl-] (aluminum chloride), water ice, S(=O)(=O)(C1=CC=C(C)C=C1)N1C=CC=C1 (1-Tosyl Pyrrole), C(C)(=O)OC(C)=O (acetic anhydride). Run in ClCCl (dichloromethane), ClCCl (dichloromethane). Run at time 10 minute. The product is C(C)(=O)C1=CN(C=C1)S(=O)(=O)C1=CC=C(C)C=C1 (3-Acetyl-1-Tosyl Pyrrole). Isolated yield 96.5%. RXN SMILES: [Cl-].[Ca+2].[Cl-].[Cl-].[Al+3].[Cl-].[Cl-].[C:8](OC(=O)C)(=[O:10])[CH3:9].[S:15]([N:25]1[CH:29]=[CH:28][CH:27]=[CH:26]1)([C:18]1[CH:24]=[CH:23][C:21]([CH3:22])=[CH:20][CH:19]=1)(=[O:17])=[O:16]>ClCCl>[C:8]([C:27]1[CH:28]=[CH:29][N:25]([S:15]([C:18]2[CH:19]=[CH:20][C:21]([CH3:22])=[CH:23][CH:24]=2)(=[O:16])=[O:17])[CH:26]=1)(=[O:10])[CH3:9] |f:0.1.2,3.4.5.6|. Procedure details: In a 1-liter three-neck flask fitted with a thermometer, a 50 cm3 funnel and a condenser with calcium chloride guard, 500 cm3 of dichloromethane and 80 g anhydrous aluminum chloride (600 mmoles) were added. 30 cm3 of acetic anhydride (320 mmoles) was dropwise added. The solution was stirred during 10 minutes. Then a 60 cm3 of dichloromethane solution containing 27 g of 1-tosyl pyrrole 1 (122 mmoles) was dropwise added. The stirring was maintained during 2 hours at room temperature, then the resu... The reactants are C=CCI, CCOC(C)=O, CCCCCCCCCCCCCCCCN(C)C. Product: C=CC[N+](C)(C)CCCCCCCCCCCCCCCC, [I-]. As a reaction SMILES: [CH2:1]([CH:2]=[CH2:3])[I:4].[CH3:24][CH2:25][O:26][C:27](=[O:28])[CH3:29].[CH3:5][N:6]([CH2:7][CH2:8][CH2:9][CH2:10][CH2:11][CH2:12][CH2:13][CH2:14][CH2:15][CH2:16][CH2:17][CH2:18][CH2:19][CH2:20][CH2:21][CH3:22])[CH3:23]>>[CH2:1]([CH:2]=[CH2:3])[N+:6]([CH3:5])([CH2:7][CH2:8][CH2:9][CH2:10][CH2:11][CH2:12][CH2:13][CH2:14][CH2:15][CH2:16][CH2:17][CH2:18][CH2:19][CH2:20][CH2:21][CH3:22])[CH3:23].[I-:4]. Reported procedure: A suspension of 1-acetyl-5-(acetoxymethyl)indazole (91) (3.0 g, 13 mmol) in aqueous hydrobromic acid (15 mL, 226 mmol) was stirred at room temperature for 25 hours. The solid was collected on a Buchner funnel and dried under vacuum for 12 hours. The filtrate was stirred at room temperature for additional 24 hours and more solid was collected. After drying under vacuum, title compound was obtained as a yellow solid (92, 3.48 g, 92%) which was used in the next synthesis step without further purifi... Run at time 25 hour. Yields the product Br.BrCC=1C=C2C=NNC2=CC1 (5-(bromomethyl)-1H-indazole Hydrogen Bromide). Reactants: C(C)(=O)N1N=CC2=CC(=CC=C12)COC(C)=O (1-acetyl-5-(acetoxymethyl)indazole), Br (hydrobromic acid). RXN SMILES: C([N:4]1[C:12]2[C:7](=[CH:8][C:9]([CH2:13]OC(=O)C)=[CH:10][CH:11]=2)[CH:6]=[N:5]1)(=O)C.[BrH:18]>>[BrH:18].[Br:18][CH2:13][C:9]1[CH:8]=[C:7]2[C:12](=[CH:11][CH:10]=1)[NH:4][N:5]=[CH:6]2 |f:2.3|.